This data is from the Open Reaction Database (ORD), a public repository of structured organic reaction records. The task is: describe an organic reaction: reactants, conditions, products, and yield Starting materials: C(#N)C1(CCOCC1)C1=CC(=CC=C1)OC (4-cyano-4-(3-methoxyphenyl)-3,4,5,6-tetrahydro-2H-pyran), B(Br)(Br)Br (boron tribromide). The solvent is ClCCl (dichloromethane). Conditions: time 19 hour. Yields the product C(#N)C1(CCOCC1)C1=CC(=CC=C1)O (4-Cyano-4-(3-hydroxyphenyl)-3,4,5,6-tetrahydro-2H-pyran). Isolated yield 68.0%. RXN SMILES: [C:1]([C:3]1([C:9]2[CH:14]=[CH:13][CH:12]=[C:11]([O:15]C)[CH:10]=2)[CH2:8][CH2:7][O:6][CH2:5][CH2:4]1)#[N:2].B(Br)(Br)Br>ClCCl>[C:1]([C:3]1([C:9]2[CH:14]=[CH:13][CH:12]=[C:11]([OH:15])[CH:10]=2)[CH2:8][CH2:7][O:6][CH2:5][CH2:4]1)#[N:2]. Reported procedure: To a dichloromethane (80 ml) solution of 4-cyano-4-(3-methoxyphenyl)-3,4,5,6-tetrahydro-2H-pyran (2.32 g, 10.35 mmol) cooled to 0° C. was added boron tribromide (3.15 ml, 33.3 mmol) dropwise over 10 min. The ice-bath was removed and the reaction mixture stirred at ambient temperature for 19 h, and then at reflux for 4 h. The reaction mixture was cooled and poured into water (150 ml). The organic layer was separated and the aqueous layer was extracted with ethyl acetate (50 ml×3). The combined or...